This data is from the Open Reaction Database (ORD), a public repository of structured organic reaction records. The task is: describe an organic reaction: reactants, conditions, products, and yield Reactants: NC1=NC(=NN1)N(CCS)CC1=CC=CC=C1 (5-amino-3-[N-(2-mercaptoethyl)benzylamino]-1,2,4-triazole), ferrous sulfate heptahydrate. Solvent: CO (methanol). Conditions: time 16 hour. Yields the product C(C1=CC=CC=C1)N(C1=NNC(=N1)N)CCSSCCN(C1=NNC(=N1)N)CC1=CC=CC=C1 (bis{2-[N-benzyl-N-(5-amino-1,2,4-triazol-3-yl) amino]ethyl}disulfide). Isolated yield 90.4%. As a reaction SMILES: [NH2:1][C:2]1[NH:6][N:5]=[C:4]([N:7]([CH2:11][C:12]2[CH:17]=[CH:16][CH:15]=[CH:14][CH:13]=2)[CH2:8][CH2:9][SH:10])[N:3]=1>CO>[CH2:11]([N:7]([CH2:8][CH2:9][S:10][S:10][CH2:9][CH2:8][N:7]([CH2:11][C:12]1[CH:17]=[CH:16][CH:15]=[CH:14][CH:13]=1)[C:4]1[N:3]=[C:2]([NH2:1])[NH:6][N:5]=1)[C:4]1[N:3]=[C:2]([NH2:1])[NH:6][N:5]=1)[C:12]1[CH:17]=[CH:16][CH:15]=[CH:14][CH:13]=1. Procedure details: A mixture of 1.0 g of 5-amino-3-[N-(2-mercaptoethyl)benzylamino]-1,2,4-triazole, 20 ml of methanol and 5 mg of ferrous sulfate heptahydrate was stirred at room temperature for 16 hours. After the reaction, the resulting crystals were collected by filtration to give 0.9 g of bis{2-[N-benzyl-N-(5-amino-1,2,4-triazol-3-yl) amino]ethyl}disulfide (Compound 7). Reactants: S1(NC(C2=C1C=CC=C2)=O)(=O)=O (1,2-benzisothiazol-3(2H)-one-1,1-dioxide), FC(C(=O)O)(F)F (trifluoroacetic acid), FC(S(=O)(=O)O)(F)F (trifluoromethanesulfonic acid), OC1=CC=CC2=C1C(NS2(=O)=O)=O (4-hydroxy-1,2-benzisothiazol-3(2H)-one-1,1-dioxide). Product: FC(C(=O)OC1=CC=CC2=C1C(NS2(=O)=O)=O)(F)F (4-trifluoroacetoxy-1,2-benzisothiazol-3(2H)-one-1,1-dioxide). As a reaction SMILES: [OH:1][C:2]1[C:7]2[C:8](=[O:13])[NH:9][S:10](=[O:12])(=[O:11])[C:6]=2[CH:5]=[CH:4][CH:3]=1.S1(=O)(=O)C2C=CC=CC=2C(=O)N1.[F:26][C:27]([F:32])([F:31])[C:28](O)=[O:29].FC(F)(F)S(O)(=O)=O>>[F:26][C:27]([F:32])([F:31])[C:28]([O:1][C:2]1[C:7]2[C:8](=[O:13])[NH:9][S:10](=[O:12])(=[O:11])[C:6]=2[CH:5]=[CH:4][CH:3]=1)=[O:29]. Procedure: The specification describes a process for preparing 4-hydroxy-1,2-benzisothiazol-3(2H)-one-1,1-dioxide, a sweetener, from 1,2-benzisothiazol-3(2H)-one-1,1-dioxide by anodic oxidation in the presence of trifluoroacetic acid or trifluoromethanesulfonic acid and, optionally, in the presence of salts which increase the conductivity. The oxidation is effected in an anhydrous medium and the 4-trifluoroacetoxy-1,2-benzisothiazol-3(2H)-one-1,1-dioxide formed as an intermediate when, for example, trifluo... The reactants are COc1ccc(-c2cnc3cc4cnn(CCOC(C)=O)c4cc3n2)cc1F, C1CCOC1, CO, [Li+], [OH-], O, O. Product: COc1ccc(-c2cnc3cc4cnn(CCO)c4cc3n2)cc1F. Reaction SMILES: [C:1](=[O:2])([CH3:3])[O:4][CH2:5][CH2:6][n:7]1[n:8][cH:9][c:10]2[c:11]1[cH:12][c:13]1[n:14][c:15](-[c:20]3[cH:21][c:22]([F:28])[c:23]([O:26][CH3:27])[cH:24][cH:25]3)[cH:16][n:17][c:18]1[cH:19]2.[CH2:32]1[O:33][CH2:34][CH2:35][CH2:36]1.[CH3:37][OH:38].[Li+:30].[OH-:29].[OH2:31].[OH2:39]>>[OH:4][CH2:5][CH2:6][n:7]1[n:8][cH:9][c:10]2[c:11]1[cH:12][c:13]1[n:14][c:15](-[c:20]3[cH:21][c:22]([F:28])[c:23]([O:26][CH3:27])[cH:24][cH:25]3)[cH:16][n:17][c:18]1[cH:19]2. Run in O1CCCC1 (tetrahydrofuran). Conditions: time 1 hour. The product is FC1=CC=C(C=C1)C1=NC2=CC=C(C=C2N=C1N(C1CCOCC1)C)C(=O)OC (methyl 2-(4-fluorophenyl)-3-(methyl(tetrahydro-2H-pyran-4-yl)amino)quinoxaline-6-carboxylate). Reaction SMILES: [F:1][C:2]1[CH:7]=[CH:6][C:5]([C:8]2[C:17]([NH:18][CH:19]3[CH2:24][CH2:23][O:22][CH2:21][CH2:20]3)=[N:16][C:15]3[C:10](=[CH:11][CH:12]=[C:13]([C:25]([O:27][CH2:28]C)=[O:26])[CH:14]=3)[N:9]=2)=[CH:4][CH:3]=1.[H-].[Na+].[CH3:32]I>O1CCCC1>[F:1][C:2]1[CH:7]=[CH:6][C:5]([C:8]2[C:17]([N:18]([CH3:32])[CH:19]3[CH2:20][CH2:21][O:22][CH2:23][CH2:24]3)=[N:16][C:15]3[C:10](=[CH:11][CH:12]=[C:13]([C:25]([O:27][CH3:28])=[O:26])[CH:14]=3)[N:9]=2)=[CH:4][CH:3]=1 |f:1.2|. Reported procedure: To a solution of ethyl 2-(4-fluorophenyl)-3-(tetrahydro-2H-pyran-4-ylamino)quinoxaline-6-carboxylate (180.0 mg, 0.47 mmol) in tetrahydrofuran (20 mL) was added sodium hydride (22.7 mg, 0.95 mmol) at 0° C. and stirred for 1 h at room temperature. Then CH3I (134.0 mg, 0.94 mmol) was added at 0° C. and stirred overnight at room temperature. The reaction mixture was quenched by the addition of NH4Cl solution (100 ml) and adjusted to pH 6 with hydrochloric acid (1N), extracted with dichloromethane (3... The reactants are FC1=CC=C(C=C1)C1=NC2=CC=C(C=C2N=C1NC1CCOCC1)C(=O)OCC (ethyl 2-(4-fluorophenyl)-3-(tetrahydro-2H-pyran-4-ylamino)quinoxaline-6-carboxylate), [H-].[Na+] (sodium hydride), CI (CH3I). Reactants: C(C)(C)(C)OC(=O)N1CCN(CC1)CCNC1=C2C(=NC=C1)OC(=C2C2=CC=CC=C2)C2=CC=C(C=C2)OCCN2CCOCC2 (4-(2-{2-[4-(2-Morpholin-4-yl-ethoxy)-phenyl]-3-phenyl-furo[2,3-b]pyridin-4-ylamino}-ethyl)-piperazine-1-carboxylic acid tert-butyl ester), FC(C(=O)O)(F)F (Trifluoroacetic acid). The solvent is ClCCl (dichloromethane). Run at temperature 0 celsius, time 15 minute. Product: N1(CCOCC1)CCOC1=CC=C(C=C1)C1=C(C2=C(N=CC=C2NCCN2CCNCC2)O1)C1=CC=CC=C1 (2-(4-((2-(4-Morpholinyl)ethyl)oxy)phenyl)-3-phenyl-N-(2-(1-piperazinyl)ethyl)furo[2,3-b]pyridin-4-amine). RXN SMILES: C(OC([N:8]1[CH2:13][CH2:12][N:11]([CH2:14][CH2:15][NH:16][C:17]2[CH:22]=[CH:21][N:20]=[C:19]3[O:23][C:24]([C:32]4[CH:37]=[CH:36][C:35]([O:38][CH2:39][CH2:40][N:41]5[CH2:46][CH2:45][O:44][CH2:43][CH2:42]5)=[CH:34][CH:33]=4)=[C:25]([C:26]4[CH:31]=[CH:30][CH:29]=[CH:28][CH:27]=4)[C:18]=23)[CH2:10][CH2:9]1)=O)(C)(C)C.FC(F)(F)C(O)=O>ClCCl>[N:41]1([CH2:40][CH2:39][O:38][C:35]2[CH:36]=[CH:37][C:32]([C:24]3[O:23][C:19]4[N:20]=[CH:21][CH:22]=[C:17]([NH:16][CH2:15][CH2:14][N:11]5[CH2:12][CH2:13][NH:8][CH2:9][CH2:10]5)[C:18]=4[C:25]=3[C:26]3[CH:27]=[CH:28][CH:29]=[CH:30][CH:31]=3)=[CH:33][CH:34]=2)[CH2:46][CH2:45][O:44][CH2:43][CH2:42]1. Procedure: A solution of 4-(2-{2-[4-(2-morpholin-4-yl-ethoxy)-phenyl]-3-phenyl-furo[2,3-b]pyridin-4-ylamino}-ethyl)-piperazine-1-carboxylic acid tert-butyl ester 10d (0.062 g, 0.099 mmol) in dichloromethane (1.0 mL) was cooled to 0° C. Trifluoroacetic acid (0.5 mL) was added and the solution stirred under a nitrogen atmosphere at 0° C. for 15 min and then at room temperature for 2.5 h. The reaction mixture was concentrated and the residue was partitioned between ethyl acetate and saturated aqueous sodium b... RXN SMILES: [Cl:1][C:2]1[CH:7]=[CH:6][C:5]([C:8]2[CH:13]=[C:12]([CH:14]3[CH2:16][CH2:15]3)[N:11]3[N:17]=[CH:18][C:19]([C:20]([OH:22])=O)=[C:10]3[N:9]=2)=[CH:4][CH:3]=1.OCC([C:28]1[C:33]([N+:34]([O-])=O)=[C:32]([CH3:37])[CH:31]=[CH:30][C:29]=1[S:38]([NH2:41])(=[O:40])=[O:39])(C)C>>[OH:22][CH2:20][C:19]([NH:41][S:38]([C:29]1[CH:30]=[CH:31][C:32]([CH3:37])=[C:33]([NH:34][C:20]([C:19]2[CH:18]=[N:17][N:11]3[C:12]([CH:14]4[CH2:15][CH2:16]4)=[CH:13][C:8]([C:5]4[CH:4]=[CH:3][C:2]([Cl:1])=[CH:7][CH:6]=4)=[N:9][C:10]=23)=[O:22])[CH:28]=1)(=[O:39])=[O:40])([CH3:18])[CH3:10]. Procedure details: The title compound was prepared from 5-(4-chloro-phenyl)-7-cyclopropyl-pyrazolo[1,5-a]pyrimidine-3-carboxylic acid (example C.28) and 3-amino-N-(2-hydroxy-1,1-dimethyl-ethyl)-4-methyl-benzenesulfonamide (example B.11) according to general procedure II. Pale-yellow solid. MS (ISP) 554.3 [(M+H)+]. Reactants: ClC1=CC=C(C=C1)C1=NC=2N(C(=C1)C1CC1)N=CC2C(=O)O (5-(4-chloro-phenyl)-7-cyclopropyl-pyrazolo[1,5-a]pyrimidine-3-carboxylic acid), OCC(C)(C)C1=C(C=CC(=C1[N+](=O)[O-])C)S(=O)(=O)N ((2-hydroxy-1,1-dimethyl-ethyl)-4-methyl-3-nitro-benzenesulfonamide). Product: OCC(C)(C)NS(=O)(=O)C=1C=CC(=C(C1)NC(=O)C=1C=NN2C1N=C(C=C2C2CC2)C2=CC=C(C=C2)Cl)C (5-(4-Chloro-phenyl)-7-cyclopropyl-pyrazolo[1,5-a]pyrimidine-3-carboxylic acid[5-(2-hydroxy-1,1-dimethyl-ethylsulfamoyl)-2-methyl-phenyl]-amide). Starting materials: NC1=C(C=CC(N1C1=C(C=C(C=C1F)OCCCCCCl)F)=O)C(C1=C(C=C(C=C1)F)F)=O (6-Amino-1-{4-[(5-chloropentyl)oxy]-2,6-difluorophenyl}-5-(2,4-difluoro-benzoyl)pyridin-2(1H)-one), NC1=C(C=CC(N1C1=C(C=C(C=C1F)OCCCCCCl)F)=O)C(C1=C(C=C(C=C1)F)F)=O (6-Amino-1-{4-[(5-chloropentyl)oxy]-2,6-difluorophenyl}-5-(2,4-difluorobenzoyl)pyridin-2(1H)-one), Cl.N[C@@H](CC(C)C)C(=O)OC(C)(C)C (tert-butyl L-leucinate hydrochloride), [I-].[Na+] (sodium iodide), C(C)(C)N(C(C)C)CC (N,N-diisopropylethylamine). The solvent is CCOC(=O)C (EtOAc), CN(C)C=O (DMF). Conditions: temperature 90 celsius. Product: NC1=C(C=CC(N1C1=C(C=C(OCCCCCN[C@@H](CC(C)C)C(=O)OC(C)(C)C)C=C1F)F)=O)C(C1=C(C=C(C=C1)F)F)=O (tert-Butyl N-(5-{4-[6-amino-5-(2,4-difluorobenzoyl)-2-oxopyridin-1(2H)-yl]-3,5-difluorophenoxy}pentyl)-L-leucinate). Isolated yield 18.0%. As a reaction SMILES: [NH2:1][C:2]1[N:7]([C:8]2[C:13]([F:14])=[CH:12][C:11]([O:15][CH2:16][CH2:17][CH2:18][CH2:19][CH2:20]Cl)=[CH:10][C:9]=2[F:22])[C:6](=[O:23])[CH:5]=[CH:4][C:3]=1[C:24](=[O:33])[C:25]1[CH:30]=[CH:29][C:28]([F:31])=[CH:27][C:26]=1[F:32].Cl.[NH2:35][C@H:36]([C:41]([O:43][C:44]([CH3:47])([CH3:46])[CH3:45])=[O:42])[CH2:37][CH:38]([CH3:40])[CH3:39].[I-].[Na+].C(N(CC)C(C)C)(C)C>CN(C=O)C.CCOC(C)=O>[NH2:1][C:2]1[N:7]([C:8]2[C:13]([F:14])=[CH:12][C:11]([O:15][CH2:16][CH2:17][CH2:18][CH2:19][CH2:20][NH:35][C@H:36]([C:41]([O:43][C:44]([CH3:46])([CH3:45])[CH3:47])=[O:42])[CH2:37][CH:38]([CH3:40])[CH3:39])=[CH:10][C:9]=2[F:22])[C:6](=[O:23])[CH:5]=[CH:4][C:3]=1[C:24](=[O:33])[C:25]1[CH:30]=[CH:29][C:28]([F:31])=[CH:27][C:26]=1[F:32] |f:1.2,3.4|. Procedure: From Intermediate 4G. To a solution of 6-Amino-1-{4-[(5-chloropentyl)oxy]-2,6-difluorophenyl}-5-(2,4-difluorobenzoyl)pyridin-2(1H)-one (96 mg, 0.20 mmol) in anhydrous DMF (3 ml) under an atmosphere of nitrogen was added tert-butyl L-leucinate hydrochloride (198 mg, 0.99 mmol, 5 eq), sodium iodide (60 mg, 0.40 mmol, 2 eq) and N,N-diisopropylethylamine (0.072 ml, 0.40 mmol, 2 eq). The mixture was heated at 90° C. for 20 hours, before being allowed to cool to room temperature and diluted with EtOAc...